Dataset: the Open Reaction Database (ORD), a public repository of structured organic reaction records. Task: describe an organic reaction: reactants, conditions, products, and yield Starting materials: Brc1ccc2ncc(-c3nccs3)n2c1, COC(=O)c1ccc(-c2nn(C(c3ccccc3)(c3ccccc3)c3ccccc3)cc2B2OC(C)(C)C(C)(C)O2)s1, CN(C)C=O, [K+], [K+], [K+], O=P([O-])([O-])[O-]. Yields the product COC(=O)c1ccc(-c2nn(C(c3ccccc3)(c3ccccc3)c3ccccc3)cc2-c2ccc3ncc(-c4nccs4)n3c2)s1. As a reaction SMILES: [Br:43][c:44]1[cH:45][cH:46][c:47]2[n:48]([cH:49]1)[c:50](-[c:53]1[s:54][cH:55][cH:56][n:57]1)[cH:51][n:52]2.[CH3:1][C:2]1([CH3:3])[C:4]([CH3:5])([CH3:6])[O:7][B:8]([c:9]2[c:10](-[c:33]3[cH:34][cH:35][c:36]([C:38](=[O:39])[O:40][CH3:41])[s:37]3)[n:11][n:12]([C:14]([c:15]3[cH:16][cH:17][cH:18][cH:19][cH:20]3)([c:21]3[cH:22][cH:23][cH:24][cH:25][cH:26]3)[c:27]3[cH:28][cH:29][cH:30][cH:31][cH:32]3)[cH:13]2)[O:42]1.[CH3:66][N:67]([CH3:68])[CH:69]=[O:70].[K+:63].[K+:64].[K+:65].[P:58]([O-:59])([O-:60])([O-:61])=[O:62]>>[c:9]1(-[c:44]2[cH:45][cH:46][c:47]3[n:48]([cH:49]2)[c:50](-[c:53]2[s:54][cH:55][cH:56][n:57]2)[cH:51][n:52]3)[c:10](-[c:33]2[cH:34][cH:35][c:36]([C:38](=[O:39])[O:40][CH3:41])[s:37]2)[n:11][n:12]([C:14]([c:15]2[cH:16][cH:17][cH:18][cH:19][cH:20]2)([c:21]2[cH:22][cH:23][cH:24][cH:25][cH:26]2)[c:27]2[cH:28][cH:29][cH:30][cH:31][cH:32]2)[cH:13]1. Reactants: [Na] (sodium), C1(=CC=CC=C1)C=1C=NC=2C=CC=C(C2C1)C=O (3-phenyl-quinoline-5-aldehyde), CC1=CC=NO1 (5-methylisoxazole), Cl.C(N)(=N)CC(=O)OCCC (propyl amidinoacetate hydrochloride), C(C)(=O)O (acetic acid). Solvent: C(CC)O (n-propanol), C(CC)O (n-propanol). Run at time 20 hour. Yields the product NC=1NC(=C(C(C1C(=O)OCCC)C1=C2C=C(C=NC2=CC=C1)C1=CC=CC=C1)C#N)C (n-Propyl 2-amino-1,4-dihydro-5-cyano-6-methyl-4-(3-phenylquinolin-5-yl)-pyridine-3-carboxylate). Yield: 16.3%. RXN SMILES: [C:1]1([C:7]2[CH:8]=[N:9][C:10]3[CH:11]=[CH:12][CH:13]=[C:14]([CH:17]=O)[C:15]=3[CH:16]=2)[CH:6]=[CH:5][CH:4]=[CH:3][CH:2]=1.[CH3:19][C:20]1O[N:23]=[CH:22][CH:21]=1.[Na].Cl.[C:27]([CH2:30][C:31]([O:33][CH2:34][CH2:35][CH3:36])=[O:32])(=[NH:29])[NH2:28].C(O)(=O)C>C(O)CC>[NH2:29][C:27]1[NH:28][C:20]([CH3:19])=[C:21]([C:22]#[N:23])[CH:17]([C:14]2[CH:13]=[CH:12][CH:11]=[C:10]3[C:15]=2[CH:16]=[C:7]([C:1]2[CH:6]=[CH:5][CH:4]=[CH:3][CH:2]=2)[CH:8]=[N:9]3)[C:30]=1[C:31]([O:33][CH2:34][CH2:35][CH3:36])=[O:32] |f:3.4,^1:24|. Procedure: 23.3 g (100 mmol) of 3-phenyl-quinoline-5-aldehyde are suspended in 200 ml of n-propanol and the suspension is stirred with 8.25 ml (100 mmol) of 5-methylisoxazole. A solution of 2.3 g of sodium in 100 ml of n-propanol is added dropwise and the mixture is stirred at 40°-50° C. for hours. A brown solution is obtained by this procedure. 8.04 g (100 mmol) of propyl amidinoacetate hydrochloride and 6 ml of acetic acid (100 mmol) are added and the mixture is boiled for 20 hours. It is concentrated, t... The reactants are CC(C)(C)S(=O)(=O)CC(Cc1ccccc1)C(=O)NC(Cc1cn(-c2ccc([N+](=O)[O-])cc2[N+](=O)[O-])cn1)C(=O)NC(CC1CCCCC1)C(O)C(=O)C1CC1, O=C([O-])[O-], CO, [K+], [K+]. The product is CC(C)(C)S(=O)(=O)CC(Cc1ccccc1)C(=O)NC(Cc1c[nH]cn1)C(=O)NC(CC1CCCCC1)C(O)C(=O)C1CC1. As a reaction SMILES: [C:1]([CH3:2])([CH3:3])([CH3:4])[S:5](=[O:6])(=[O:7])[CH2:8][CH:9]([C:10](=[O:11])[NH:12][CH:13]([C:14](=[O:15])[NH:16][CH:17]([CH:18]([C:19](=[O:20])[CH:21]1[CH2:22][CH2:23]1)[OH:24])[CH2:25][CH:26]1[CH2:27][CH2:28][CH2:29][CH2:30][CH2:31]1)[CH2:32][c:33]1[n:34][cH:35][n:36](-[c:38]2[cH:39][cH:40][c:41]([N+:42]([O-:43])=[O:44])[cH:45][c:46]2[N+:47]([O-:48])=[O:49])[cH:37]1)[CH2:50][c:51]1[cH:52][cH:53][cH:54][cH:55][cH:56]1.[C:57](=[O:58])([O-:59])[O-:60].[CH3:63][OH:64].[K+:61].[K+:62]>>[C:1]([CH3:2])([CH3:3])([CH3:4])[S:5](=[O:6])(=[O:7])[CH2:8][CH:9]([C:10](=[O:11])[NH:12][CH:13]([C:14](=[O:15])[NH:16][CH:17]([CH:18]([C:19](=[O:20])[CH:21]1[CH2:22][CH2:23]1)[OH:24])[CH2:25][CH:26]1[CH2:27][CH2:28][CH2:29][CH2:30][CH2:31]1)[CH2:32][c:33]1[n:34][cH:35][nH:36][cH:37]1)[CH2:50][c:51]1[cH:52][cH:53][cH:54][cH:55][cH:56]1. Reactants: Cl.ClC1=CC=C2C(=NC=NC2=C1)N(N=CC)C1=CC=C(C=C1)OC (acetaldehyde N1 -(7-chloroquinazolin-4-yl)-p-methoxyphenylhydrazone hydrochloride), Cl (hydrogen chloride). The solvent is C(C)O (ethanol). Reaction conditions: time 3 hour. Product: ClC1=CC=C2C(=NC=NC2=C1)N(N)C1=CC=C(C=C1)OC (N1 -(7-chloroquinazolin-4-yl)-p-methoxyphenylhydrazine). RXN SMILES: Cl.[Cl:2][C:3]1[CH:12]=[C:11]2[C:6]([C:7]([N:13]([C:17]3[CH:22]=[CH:21][C:20]([O:23][CH3:24])=[CH:19][CH:18]=3)[N:14]=CC)=[N:8][CH:9]=[N:10]2)=[CH:5][CH:4]=1.Cl>C(O)C>[Cl:2][C:3]1[CH:12]=[C:11]2[C:6]([C:7]([N:13]([C:17]3[CH:22]=[CH:21][C:20]([O:23][CH3:24])=[CH:19][CH:18]=3)[NH2:14])=[N:8][CH:9]=[N:10]2)=[CH:5][CH:4]=1 |f:0.1|. Procedure details: A suspension of acetaldehyde N1 -(7-chloroquinazolin-4-yl)-p-methoxyphenylhydrazone hydrochloride (15.0g.) in ethanol (120ml.; dried over magnesium ethoxide) was cooled and stirred at 5°-10° C for 3 hrs. during the passage of dry hydrogen chloride. The mixture was then left at 0°-5° C. for 3 days before separation by filtration. The solid was washed with dry ether (10ml.), and then dissolved in a mixture of water (30ml.), saturated sodium acetate solution (5ml.) and ethyl acetate (25ml.). The aq... The reactants are COC1=CCCCCCC1 (1-methoxycyclooctene), ClC=1C=C(C=C(C1)Cl)SC1=C(N=C(N1C)CCO)C(C)C (5-(3,5-dichlorophenylthio)-4-isopropyl-2-(2-hydroxyethyl)-1-methyl-1H-imidazole), O.C1(=CC=C(C=C1)S(=O)(=O)O)C (p-toluenesulfonic acid hydrate), C1(=CC=CC=C1)C (toluene). Run in O1CCCC1 (tetrahydrofuran). Product: C1(=CCCCCCC1)OCCC=1N(C(=C(N1)C(C)C)SC1=CC(=CC(=C1)Cl)Cl)C (2-[2-(Cycloocten-1-yloxy)ethyl]-5-(3,5-dichlorophenylthio)-4-isopropyl-1-methyl-1H-imidazole). Yield: 87.1%. Reaction SMILES: [Cl:1][C:2]1[CH:3]=[C:4]([S:9][C:10]2[N:14]([CH3:15])[C:13]([CH2:16][CH2:17][OH:18])=[N:12][C:11]=2[CH:19]([CH3:21])[CH3:20])[CH:5]=[C:6]([Cl:8])[CH:7]=1.O.C1(C)C=CC(S(O)(=O)=O)=CC=1.C1(C)C=CC=CC=1.CO[C:43]1[CH2:50][CH2:49][CH2:48][CH2:47][CH2:46][CH2:45][CH:44]=1>O1CCCC1>[C:43]1([O:18][CH2:17][CH2:16][C:13]2[N:14]([CH3:15])[C:10]([S:9][C:4]3[CH:3]=[C:2]([Cl:1])[CH:7]=[C:6]([Cl:8])[CH:5]=3)=[C:11]([CH:19]([CH3:21])[CH3:20])[N:12]=2)[CH2:50][CH2:49][CH2:48][CH2:47][CH2:46][CH2:45][CH:44]=1 |f:1.2|. Procedure: A solution of the compound 22 (690 mg, 2 mmol) and p-toluenesulfonic acid hydrate (400 mg, 2.1 mmol) in a mixture of tetrahydrofuran (10 mL) - toluene (100 ML) was concentrated under reduced pressure. The residue was dried on an oil bath at 55° C. for 40 minutes. The residue was dissolved in toluene (100 mL), and 1-methoxycyclooctene (1.84 g, 10 mmol) was added thereto. The reaction mixture was heated with reflux over 1 hours and concentrated to a small quantity. After cooling down at room tempe...